This data is from the Open Reaction Database (ORD), a public repository of structured organic reaction records. The task is: describe an organic reaction: reactants, conditions, products, and yield Reactants: C(C1=CC=CC=C1)OC1=CC=C(C=C1)C1=CC2=C(N=CN=C2OC2=CC(=C(C=C2)N)Cl)N1COCC[Si](C)(C)C (4-[6-(4-benzyloxyphenyl)-7-(2-trimethylsilanylethoxymethyl)-7H-pyrrolo[2,3-d]pyrimidin-4-yloxy]-2-chlorophenylamine), C1(CC1)N (cyclopropylamine), N1=CC=CC=C1 (pyridine), C(OC1=CC=CC=C1)(=O)Cl (phenyl chlorocarbonate). Run in CN(C=O)C (dimethylformamide), O (Water). Run at time 2.5 hour. Yields the product C(C1=CC=CC=C1)OC1=CC=C(C=C1)C1=CC2=C(N=CN=C2OC2=CC(=C(C=C2)NC(=O)NC2CC2)Cl)N1COCC[Si](C)(C)C (1-{4-[6-(4-Benzyloxyphenyl)-7-(2-trimethylsilanylethoxymethyl)-7H-pyrrolo[2,3-d]pyrimidin-4-yloxy]-2-chlorophenyl}-3-cyclopropylurea). Reaction SMILES: [CH2:1]([O:8][C:9]1[CH:14]=[CH:13][C:12]([C:15]2[N:32]([CH2:33][O:34][CH2:35][CH2:36][Si:37]([CH3:40])([CH3:39])[CH3:38])[C:18]3[N:19]=[CH:20][N:21]=[C:22]([O:23][C:24]4[CH:29]=[CH:28][C:27]([NH2:30])=[C:26]([Cl:31])[CH:25]=4)[C:17]=3[CH:16]=2)=[CH:11][CH:10]=1)[C:2]1[CH:7]=[CH:6][CH:5]=[CH:4][CH:3]=1.[N:41]1[CH:46]=C[CH:44]=[CH:43][CH:42]=1.C(Cl)(=O)[O:48]C1C=CC=CC=1.C1(N)CC1>CN(C)C=O.O>[CH2:1]([O:8][C:9]1[CH:14]=[CH:13][C:12]([C:15]2[N:32]([CH2:33][O:34][CH2:35][CH2:36][Si:37]([CH3:40])([CH3:39])[CH3:38])[C:18]3[N:19]=[CH:20][N:21]=[C:22]([O:23][C:24]4[CH:29]=[CH:28][C:27]([NH:30][C:46]([NH:41][CH:42]5[CH2:44][CH2:43]5)=[O:48])=[C:26]([Cl:31])[CH:25]=4)[C:17]=3[CH:16]=2)=[CH:11][CH:10]=1)[C:2]1[CH:3]=[CH:4][CH:5]=[CH:6][CH:7]=1. Reported procedure: After dissolving 334 mg of the 4-[6-(4-benzyloxyphenyl)-7-(2-trimethylsilanylethoxymethyl)-7H-pyrrolo[2,3-d]pyrimidin-4-yloxy]-2-chlorophenylamine synthesized in Production Example 153-5 in 4 ml of dimethylformamide, 0.066 ml (1.4 equivalents) of pyridine and 0.102 ml (1.4 equivalents) of phenyl chlorocarbonate were added, and after stirring at room temperature for 2.5 hours, 0.09 ml (2.2 equivalents) of cyclopropylamine was added and the mixture was stirred overnight. Water was added, liquid se... Starting materials: ClCC=1SC2=C(N1)C=C(C=C2)C(F)(F)F (2-chloromethyl-5-trifluoromethylbenzothiazole), FC(C=1C=CC2=C(N=C(S2)COC=2C=C(CO)C=CC2)C1)(F)F (3-(5-trifluoromethylbenzothiazol-2-ylmethoxy)benzyl alcohol), OC=1C=C(CO)C=CC1 (3-hydroxy benzyl alcohol). Yields the product ClCC=1SC2=C(N1)C=C(C=C2)F (2-chloromethyl-5-fluorobenzothiazole), OC1=CC2=CC(=CC=C2C=C1)O (2,7-dihydroxynaphthalene), FC=1C=CC2=C(N=C(S2)COC2=CC3=CC(=CC=C3C=C2)O)C1 (2-(5-fluorobenzothiazol-2-ylmethoxy)-7-hydroxynaphthalene), ClCC1=NC2=CC=C(C=C2C=C1)F (2-chloromethyl-6-fluoroquinoline), m-resorcinol. As a reaction SMILES: [Cl:1][CH2:2][C:3]1[S:4][C:5]2[CH:11]=[CH:10][C:9](C(F)(F)[F:13])=[CH:8][C:6]=2[N:7]=1.[OH:16][C:17]1[CH:18]=[C:19]([CH:22]=[CH:23][CH:24]=1)[CH2:20]O.[F:25]C(F)(F)[C:27]1[CH:28]=[CH:29][C:30]2[S:34][C:33]([CH2:35][O:36][C:37]3[CH:38]=[C:39]([CH:42]=[CH:43][CH:44]=3)[CH2:40]O)=[N:32][C:31]=2[CH:45]=1>>[Cl:1][CH2:2][C:3]1[S:4][C:5]2[CH:11]=[CH:10][C:9]([F:25])=[CH:8][C:6]=2[N:7]=1.[OH:16][C:17]1[CH:24]=[CH:23][C:22]2[C:19](=[CH:20][C:37]([OH:36])=[CH:44][CH:43]=2)[CH:18]=1.[F:13][C:27]1[CH:28]=[CH:29][C:30]2[S:34][C:33]([CH2:35][O:36][C:37]3[CH:44]=[CH:43][C:42]4[C:39](=[CH:40][C:17]([OH:16])=[CH:24][CH:23]=4)[CH:38]=3)=[N:32][C:31]=2[CH:45]=1.[Cl:1][CH2:2][C:3]1[CH:24]=[CH:23][C:5]2[C:6](=[CH:8][CH:9]=[C:10]([F:25])[CH:11]=2)[N:7]=1. Procedure details: In a similar manner, starting with 2-chloromethyl-5-trifluoromethylbenzothiazole and 3-hydroxy benzyl alcohol and following this procedure, 3-(5-trifluoromethylbenzothiazol-2-ylmethoxy)benzyl alcohol was prepared, m.p. 117°-119° C., 2-chloromethyl-5-fluorobenzothiazole and 2,7-dihydroxynaphthalene gave 2-(5-fluorobenzothiazol-2-ylmethoxy)-7-hydroxynaphthalene, m.p. 218°-220° C., 2-chloromethyl-6-fluoroquinoline and m-resorcinol gave 3-(6-fluorocruinol-2-ylmethoxy)phenol, m.p. 146°-148° C. and 2-... The reactants are NC=1C(=NC=CC1)Cl (3-Amino-2-chloro-pyridine), cuprous cyanide, CN1C(CCC1)=O (N-Methylpyrrolidone). Conditions: temperature 185 celsius, time 2 hour. Yields the product NC=1C(=NC=CC1)C#N (3-Amino-2-cyanopyridine). Reaction SMILES: [NH2:1][C:2]1[C:3](Cl)=[N:4][CH:5]=[CH:6][CH:7]=1.[CH3:9][N:10]1CCCC1=O>>[NH2:1][C:2]1[C:3]([C:9]#[N:10])=[N:4][CH:5]=[CH:6][CH:7]=1. Procedure details: A mixture of 3-Amino-2-chloro-pyridine (5g) and cuprous cyanide (5 g) in 10 mL of N-Methylpyrrolidone was heated with stirring at 185° C. for 2 h under an atmosphere of nitrogen. The reaction mixture was concentrated in vacuo and concentrated ammonium hydroxide and 10% methanol/methylene chloride were added. The mixture was shaken and filtered, the organic layer separated and the aqueous layer extracted two times with methanol/methylene chloride. The combined organic extracts were dried over mag... The reactants are COCCCN (3-methoxy-propylamine), C(#N)C1=CNC2=CC=C(C=C12)CCNC(C1=CC=C(C=C1)C1=NC(=NC=C1)Cl)=O (N-[2-(3-Cyano-1H-indol-5-yl)-ethyl]-4-[2-chloro-pyrimidin-4-yl]-benzamide). Product: C(#N)C1=CNC2=CC=C(C=C12)CCNC(C1=CC=C(C=C1)C1=NC(=NC=C1)NCCCOC)=O (N-[2-(3-cyano-1H-indol-5-yl)-ethyl]-4-[2-(3-methoxy-propylamino)-pyrimidin-4-yl]-benzamide). RXN SMILES: [CH3:1][O:2][CH2:3][CH2:4][CH2:5][NH2:6].[C:7]([C:9]1[C:17]2[C:12](=[CH:13][CH:14]=[C:15]([CH2:18][CH2:19][NH:20][C:21](=[O:35])[C:22]3[CH:27]=[CH:26][C:25]([C:28]4[CH:33]=[CH:32][N:31]=[C:30](Cl)[N:29]=4)=[CH:24][CH:23]=3)[CH:16]=2)[NH:11][CH:10]=1)#[N:8]>>[C:7]([C:9]1[C:17]2[C:12](=[CH:13][CH:14]=[C:15]([CH2:18][CH2:19][NH:20][C:21](=[O:35])[C:22]3[CH:27]=[CH:26][C:25]([C:28]4[CH:33]=[CH:32][N:31]=[C:30]([NH:6][CH2:5][CH2:4][CH2:3][O:2][CH3:1])[N:29]=4)=[CH:24][CH:23]=3)[CH:16]=2)[NH:11][CH:10]=1)#[N:8]. Reported procedure: Using 3-methoxy-propylamine and N-[2-(3-Cyano-1H-indol-5-yl)-ethyl]-4-[2-chloro-pyrimidin-4-yl]-benzamide (reference example 1az) as substrates. 1H NMR (DMSO) δ 1.81 (m, 2H); 2.98 (m, 2H); 3.24 (s, 3H); 3.41 (m, 4H); 3.56 (m, 2H); 7.19 (m, 2H); 7.28 (bs, 1H); 7.50 (m, 2H); 7.92 (m, 2H); 8.18 (m, 3H); 8.38 (bs, 1H); 8.68 (bs, 1H); 12.13 (bs, 1H). MS (ion spray) m/z 455 (M+H)+. Reactants: ClCCl, Cn1c(CO)nc2cc(Cl)ccc21. Yields the product Cn1c(C=O)nc2cc(Cl)ccc21. As a reaction SMILES: [Cl:14][CH2:15][Cl:16].[Cl:1][c:2]1[cH:3][c:4]2[c:5]([n:6]([CH3:11])[c:7]([CH2:9][OH:10])[n:8]2)[cH:12][cH:13]1>>[Cl:1][c:2]1[cH:3][c:4]2[c:5]([n:6]([CH3:11])[c:7]([CH:9]=[O:10])[n:8]2)[cH:12][cH:13]1. Reactants: COC(=O)NC(C(=O)NC(Cc1ccc(-c2ccccn2)cc1)CC(O)C(Cc1ccccc1)NC(=O)C(NC(=O)OC(C)(C)C)C(C)(C)COC(C)=O)C(C)(C)C, CCOC(C)=O, [Li+], C1COCCO1, [OH-], O. The product is COC(=O)NC(C(=O)NC(Cc1ccc(-c2ccccn2)cc1)CC(O)C(Cc1ccccc1)NC(=O)C(NC(=O)OC(C)(C)C)C(C)(C)CO)C(C)(C)C. Reaction SMILES: [C:1](=[O:2])([CH3:3])[O:4][CH2:5][C:6]([CH:7]([C:8]([NH:9][CH:10]([CH:11]([CH2:12][CH:13]([NH:14][C:15]([CH:16]([NH:17][C:18]([O:19][CH3:20])=[O:21])[C:22]([CH3:23])([CH3:24])[CH3:25])=[O:26])[CH2:27][c:28]1[cH:29][cH:30][c:31](-[c:34]2[n:35][cH:36][cH:37][cH:38][cH:39]2)[cH:32][cH:33]1)[OH:40])[CH2:41][c:42]1[cH:43][cH:44][cH:45][cH:46][cH:47]1)=[O:48])[NH:49][C:50](=[O:51])[O:52][C:53]([CH3:54])([CH3:55])[CH3:56])([CH3:57])[CH3:58].[CH3:68][CH2:69][O:70][C:71](=[O:72])[CH3:73].[Li+:59].[O:61]1[CH2:62][CH2:63][O:64][CH2:65][CH2:66]1.[OH-:60].[OH2:67]>>[OH:4][CH2:5][C:6]([CH:7]([C:8]([NH:9][CH:10]([CH:11]([CH2:12][CH:13]([NH:14][C:15]([CH:16]([NH:17][C:18]([O:19][CH3:20])=[O:21])[C:22]([CH3:23])([CH3:24])[CH3:25])=[O:26])[CH2:27][c:28]1[cH:29][cH:30][c:31](-[c:34]2[n:35][cH:36][cH:37][cH:38][cH:39]2)[cH:32][cH:33]1)[OH:40])[CH2:41][c:42]1[cH:43][cH:44][cH:45][cH:46][cH:47]1)=[O:48])[NH:49][C:50](=[O:51])[O:52][C:53]([CH3:54])([CH3:55])[CH3:56])([CH3:57])[CH3:58]. Reactants: S(O)(O)(=O)=O (sulfuric acid), C(C1=CC=CC=C1)(=O)OC(C(C=CN(C)C)=O)C(C)=O (4-benzoyloxy-1-dimethylamino-1-hexene-3,5-dione), Cl (hydrochloric acid), C(CC)(=O)O (propionic acid), C(C(=O)O)(=O)O (oxalic acid). Solvent: C(=O)O (formic acid), C(C)(=O)O (acetic acid). Product: C(C1=CC=CC=C1)(=O)OC1=C(OC=CC1=O)C (3-benzoyloxy-2-methyl-4-pyrone). RXN SMILES: [C:1]([O:9][CH:10]([C:18](=[O:20])[CH3:19])[C:11](=[O:17])[CH:12]=[CH:13]N(C)C)(=[O:8])[C:2]1[CH:7]=[CH:6][CH:5]=[CH:4][CH:3]=1.C(O)(=O)CC.C(O)(=O)C(O)=O.Cl.S(=O)(=O)(O)O>C(O)(=O)C.C(O)=O>[C:1]([O:9][C:10]1[C:11](=[O:17])[CH:12]=[CH:13][O:20][C:18]=1[CH3:19])(=[O:8])[C:2]1[CH:7]=[CH:6][CH:5]=[CH:4][CH:3]=1. Procedure details: said 4-benzoyloxy-1-dimethylamino-1-hexene-3,5-dione is heated in an acid chosen from the group consisting of formic acid, acetic acid, propionic acid, oxalic acid, dilute hydrochloric acid and dilute sulfuric acid to form 3-benzoyloxy-2-methyl-4-pyrone, and, Reactants: CC(=O)O[BH-](OC(C)=O)OC(C)=O, O=C([O-])[O-], CC(C)=O, CC#N, CC(C)C(=O)N1N=C(c2cccc(F)c2)SC1(CCCN)c1ccccc1, [Na+], [Na+], [Na+]. Product: CC(C)NCCCC1(c2ccccc2)SC(c2cccc(F)c2)=NN1C(=O)C(C)C. As a reaction SMILES: [C:32]([O:33][BH-:34]([O:35][C:36](=[O:37])[CH3:38])[O:39][C:40](=[O:41])[CH3:42])(=[O:43])[CH3:44].[C:49](=[O:50])([O-:51])[O-:52].[CH3:28][C:29]([CH3:30])=[O:31].[CH3:46][C:47]#[N:48].[NH2:1][CH2:2][CH2:3][CH2:4][C:5]1([c:22]2[cH:23][cH:24][cH:25][cH:26][cH:27]2)[S:6][C:7]([c:15]2[cH:16][c:17]([F:21])[cH:18][cH:19][cH:20]2)=[N:8][N:9]1[C:10]([CH:11]([CH3:12])[CH3:13])=[O:14].[Na+:45].[Na+:53].[Na+:54]>>[NH:1]([CH2:2][CH2:3][CH2:4][C:5]1([c:22]2[cH:23][cH:24][cH:25][cH:26][cH:27]2)[S:6][C:7]([c:15]2[cH:16][c:17]([F:21])[cH:18][cH:19][cH:20]2)=[N:8][N:9]1[C:10]([CH:11]([CH3:12])[CH3:13])=[O:14])[CH:29]([CH3:28])[CH3:30]. Reaction SMILES: [C:15](=[O:16])([O-:17])[O-:18].[CH3:21][N:22]([CH3:23])[CH:24]=[O:25].[Cl:26][CH2:27][CH2:28][CH2:29][CH:30]1[CH2:31][CH2:32][N:33]([C:36](=[O:37])[O:38][CH2:39][CH3:40])[CH2:34][CH2:35]1.[ClH:1].[K+:19].[K+:20].[O:2]1[C:3]([c:8]2[cH:9][cH:10][c:11]([OH:14])[cH:12][cH:13]2)=[N:4][CH2:5][CH2:6][CH2:7]1.[OH2:41]>>[O:2]1[C:3]([c:8]2[cH:9][cH:10][c:11]([O:14][CH2:27][CH2:28][CH2:29][CH:30]3[CH2:31][CH2:32][N:33]([C:36](=[O:37])[O:38][CH2:39][CH3:40])[CH2:34][CH2:35]3)[cH:12][cH:13]2)=[N:4][CH2:5][CH2:6][CH2:7]1. The reactants are O=C([O-])[O-], CN(C)C=O, CCOC(=O)N1CCC(CCCCl)CC1, Cl, [K+], [K+], Oc1ccc(C2=NCCCO2)cc1, O. The product is CCOC(=O)N1CCC(CCCOc2ccc(C3=NCCCO3)cc2)CC1.